Dataset: the Open Reaction Database (ORD), a public repository of structured organic reaction records. Task: describe an organic reaction: reactants, conditions, products, and yield The reactants are CCOC(=O)CBr, CC(C)(C)OC(=O)N1CCC(c2ccc(O)cc2)C(OCc2ccc3ccccc3c2)C1. Yields the product CCOC(=O)COc1ccc(C2CCN(C(=O)OC(C)(C)C)CC2OCc2ccc3ccccc3c2)cc1. As a reaction SMILES: [Br:33][CH2:34][C:35](=[O:36])[O:37][CH2:38][CH3:39].[OH:1][c:2]1[cH:3][cH:4][c:5]([CH:8]2[CH:9]([O:21][CH2:22][c:23]3[cH:24][c:25]4[cH:26][cH:27][cH:28][cH:29][c:30]4[cH:31][cH:32]3)[CH2:10][N:11]([C:14](=[O:15])[O:16][C:17]([CH3:18])([CH3:19])[CH3:20])[CH2:12][CH2:13]2)[cH:6][cH:7]1>>[O:1]([c:2]1[cH:3][cH:4][c:5]([CH:8]2[CH:9]([O:21][CH2:22][c:23]3[cH:24][c:25]4[cH:26][cH:27][cH:28][cH:29][c:30]4[cH:31][cH:32]3)[CH2:10][N:11]([C:14](=[O:15])[O:16][C:17]([CH3:18])([CH3:19])[CH3:20])[CH2:12][CH2:13]2)[cH:6][cH:7]1)[CH2:34][C:35](=[O:36])[O:37][CH2:38][CH3:39]. Starting materials: N1=C(C(=CC=C1)N)N (pyridine-2,3-diamine), C(=S)=S (carbon disulfide). The solvent is CCO (EtOH). Reaction conditions: temperature 40 celsius, time 10 hour. The product is N1C(=NC2=NC=CC=C21)S (1H-imidazo[4,5-b]pyridine-2-thiol). Reaction SMILES: [N:1]1[CH:6]=[CH:5][CH:4]=[C:3]([NH2:7])[C:2]=1[NH2:8].[C:9](=S)=[S:10]>CCO>[NH:7]1[C:3]2[C:2](=[N:1][CH:6]=[CH:5][CH:4]=2)[N:8]=[C:9]1[SH:10]. Procedure details: To a solution of pyridine-2,3-diamine (5 g) in EtOH (150 mL) was added carbon disulfide (23 mL) at room temperature. The mixture was stirred at 40° C. under Ar for 10 h. The mixture was cooled to room temperature. The resulting white solid was filtered and washed with ether to give 1H-imidazo[4,5-b]pyridine-2-thiol (5.61 g). The reactants are C1COCCO1, CO, Cl, CC(C)(C)OC(=O)NC1CCN(C(=O)COCc2cc(C(F)(F)F)ccn2)C1. Yields the product NC1CCN(C(=O)COCc2cc(C(F)(F)F)ccn2)C1. As a reaction SMILES: [CH2:32]1[O:33][CH2:34][CH2:35][O:36][CH2:37]1.[CH3:30][OH:31].[ClH:29].[F:1][C:2]([c:3]1[cH:4][c:5]([CH2:9][O:10][CH2:11][C:12](=[O:13])[N:14]2[CH2:15][CH:16]([NH:19][C:20](=[O:21])[O:22][C:23]([CH3:24])([CH3:25])[CH3:26])[CH2:17][CH2:18]2)[n:6][cH:7][cH:8]1)([F:27])[F:28]>>[F:1][C:2]([c:3]1[cH:4][c:5]([CH2:9][O:10][CH2:11][C:12](=[O:13])[N:14]2[CH2:15][CH:16]([NH2:19])[CH2:17][CH2:18]2)[n:6][cH:7][cH:8]1)([F:27])[F:28].